Dataset: the Open Reaction Database (ORD), a public repository of structured organic reaction records. Task: describe an organic reaction: reactants, conditions, products, and yield Starting materials: TEA, C(C)(=O)OCC.CCCCCC (ethyl acetate hexane), Cl.Cl.NN (Hydrazine dihydrochloride), C(C)O/C=C/C(C(F)(F)F)=O ((E)-4-ethoxy-1,1,1-trifluorobut-3-en-2-one). Run in C(C)O (ethanol), C(C)O (ethanol). Yields the product FC(C1=NNC=C1)(F)F (3-(trifluoromethyl)-1H-pyrazole). RXN SMILES: Cl.Cl.[NH2:3][NH2:4].C(O/[CH:8]=[CH:9]/[C:10](=O)[C:11]([F:14])([F:13])[F:12])C.C(OCC)(=O)C.CCCCCC>C(O)C>[F:12][C:11]([F:14])([F:13])[C:10]1[CH:9]=[CH:8][NH:4][N:3]=1 |f:0.1.2,4.5|. Procedure details: Hydrazine dihydrochloride (225 g, 2.14 mol) in ethanol (1400 mL) was stirred well. TEA (185.4 mL, 1.34 mol) was added drop wise for 45 min at ambient temperature. Then (E)-4-ethoxy-1,1,1-trifluorobut-3-en-2-one (225 g, crude) was added drop wise at room temperature and the overall reaction mixture was refluxed overnight. Progress of the reaction was monitored by TLC (20% ethyl acetate/hexane, Rf˜0.4). On completion of the reaction, ethanol was distilled off completely, residue was taken in ice w... The reactants are C1(=CC=CC=C1)[Mg]Cl (phenyl magnesium chloride), O=C1CC[C@@H]2[C@H](OC3=C2C=C(C(=C3)CC=C)O)C1 ((4aR*,9bS*)-1,2,3,4,4a,9b-Hexahydro-3-oxo-8-hydroxy-7-(2-propenyl)dibenzofuran). Product: OC1(CC[C@@H]2[C@H](OC3=C2C=C(C(=C3)CC=C)O)C1)C1=CC=CC=C1 ((4aR*,9bS*)-3,8-Dihydroxy-1,2,3,4,4a,9b-hexahydro-3-phenyl-7-prop-2-enyldibenzofuran). Reaction SMILES: [C:1]1([Mg]Cl)[CH:6]=[CH:5][CH:4]=[CH:3][CH:2]=1.[O:9]=[C:10]1[CH2:26][C@H:14]2[O:15][C:16]3[CH:21]=[C:20]([CH2:22][CH:23]=[CH2:24])[C:19]([OH:25])=[CH:18][C:17]=3[C@@H:13]2[CH2:12][CH2:11]1>>[OH:9][C:10]1([C:1]2[CH:6]=[CH:5][CH:4]=[CH:3][CH:2]=2)[CH2:26][C@H:14]2[O:15][C:16]3[CH:21]=[C:20]([CH2:22][CH:23]=[CH2:24])[C:19]([OH:25])=[CH:18][C:17]=3[C@@H:13]2[CH2:12][CH2:11]1. Procedure: The addition of phenyl magnesium chloride to the product of Example 12 can be accomplished following the procedure of Example 9. The reactants are N#CC1CCC(=O)CC1, O=C(CNc1n[nH]c2ccc(C(F)(F)F)cc12)NC1CNC1. Yields the product N#CC1CCC(N2CC(NC(=O)CNc3n[nH]c4ccc(C(F)(F)F)cc34)C2)CC1. Reaction SMILES: [C:23](#[N:24])[CH:25]1[CH2:26][CH2:27][C:28](=[O:31])[CH2:29][CH2:30]1.[NH:1]1[CH2:2][CH:3]([NH:5][C:6]([CH2:7][NH:8][c:9]2[n:10][nH:11][c:12]3[cH:13][cH:14][c:15]([C:18]([F:19])([F:20])[F:21])[cH:16][c:17]23)=[O:22])[CH2:4]1>>[N:1]1([CH:28]2[CH2:27][CH2:26][CH:25]([C:23]#[N:24])[CH2:30][CH2:29]2)[CH2:2][CH:3]([NH:5][C:6]([CH2:7][NH:8][c:9]2[n:10][nH:11][c:12]3[cH:13][cH:14][c:15]([C:18]([F:19])([F:20])[F:21])[cH:16][c:17]23)=[O:22])[CH2:4]1. The reactants are SC1=NC=CC=C1 (2-mercapto-pyridine), C([O-])([O-])=O.[K+].[K+] (potassium carbonate), CS(=O)C (dimethylsulfoxide), BrCCCCOC=1C=C2CCC(NC2=CC1)=O (6-(4-bromo-butoxy)-3,4-dihydro-carbostyril). Run in O (water). Reaction conditions: temperature 25 celsius, time 15 hour. The product is N1=C(C=CC=C1)SCCCCOC=1C=C2CCC(NC2=CC1)=O (6-[4-(2-Pyridylmercapto)-butoxy]-3,4-dihydro-carbostyril). RXN SMILES: [SH:1][C:2]1[CH:7]=[CH:6][CH:5]=[CH:4][N:3]=1.C(=O)([O-])[O-].[K+].[K+].CS(C)=O.Br[CH2:19][CH2:20][CH2:21][CH2:22][O:23][C:24]1[CH:25]=[C:26]2[C:31](=[CH:32][CH:33]=1)[NH:30][C:29](=[O:34])[CH2:28][CH2:27]2>O>[N:3]1[CH:4]=[CH:5][CH:6]=[CH:7][C:2]=1[S:1][CH2:19][CH2:20][CH2:21][CH2:22][O:23][C:24]1[CH:25]=[C:26]2[C:31](=[CH:32][CH:33]=1)[NH:30][C:29](=[O:34])[CH2:28][CH2:27]2 |f:1.2.3|. Procedure details: 14.4 gm (0.13 mol) of 2-mercapto-pyridine and 17.9 gm (0.13 mol) of potassium carbonate were stirred into 360 ml of dimethylsulfoxide which had been dried over a molecular sieve, and the solution was admixed with 36 gm (0.12 mol) of 6-(4-bromo-butoxy)-3,4-dihydro-carbostyril (m.p. 142°-147° C.; prepared from 6-hydroxy-carbostyril and 1,4-dibromo-butane). The mixture was stirred for 15 hours at about 25° C., then poured into 3.6 liters of water, and the aqueous mixture was stirred for 30 minutes....